This data is from the Open Reaction Database (ORD), a public repository of structured organic reaction records. The task is: describe an organic reaction: reactants, conditions, products, and yield Reactants: CNCC1=CC=CC=C1 (N-methylbenzylamine), C1(=CC=CC=C1)C1=CCCC(O1)=O (6-phenyl-3,4-dihydro-pyran-2-one), C(C)(=O)OCC (ethyl acetate). The solvent is C1(=CC=CC=C1)C (toluene), Cl (HCl). Run at time 8 hour. Product: C(C1=CC=CC=C1)N(C(CCCC(C1=CC=CC=C1)=O)=O)C (5-oxo-5-phenylpentanoic acid benzyl-methyl amide). Reaction SMILES: [CH3:1][NH:2][CH2:3][C:4]1[CH:9]=[CH:8][CH:7]=[CH:6][CH:5]=1.[C:10]1([C:16]2[O:21][C:20](=[O:22])[CH2:19][CH2:18][CH:17]=2)[CH:15]=[CH:14][CH:13]=[CH:12][CH:11]=1.C(OCC)(=O)C>C1(C)C=CC=CC=1.Cl>[CH2:3]([N:2]([CH3:1])[C:20](=[O:22])[CH2:19][CH2:18][CH2:17][C:16](=[O:21])[C:10]1[CH:15]=[CH:14][CH:13]=[CH:12][CH:11]=1)[C:4]1[CH:9]=[CH:8][CH:7]=[CH:6][CH:5]=1. Reported procedure: The 5-oxo-5-phenylpentanoic acid benzyl-methyl amide was prepared by refluxing N-methylbenzylamine (10.5 mmol) and 6-phenyl-3,4-dihydro-pyran-2-one (10.5 mmol) in toluene for one hour. The reaction was allowed to stir overnight at room temperature. It was poured into 100 mL of ethyl acetate and 100 mL of IN HCl. The organic extracts were washed with 100 mL of 1N NaOH, 100 mL of water and dried over MgSO4. The crude product was flash chromatographed (CH2Cl2 /MeOH 98/2) to afford a liquid. 1H NMR ...